This data is from the Open Reaction Database (ORD), a public repository of structured organic reaction records. The task is: describe an organic reaction: reactants, conditions, products, and yield Reagents/catalysts: [Cl-].[Cl-].[Cl-].[Ti+3] (titanium trichloride). The solvent is CO (methanol), [Cl-].[Na+] (sodium chloride). Product: C(C)(C)(C)OC(=O)N[C@@H]1C(N[C@H]1C)=O ((3S-trans)-3-t-Butoxycarbonylamino-4-methylazetidinone). Yield: 71.6%. Reported procedure: A solution of 4.98 g of (3S-trans)-3-t-butoxycarbonylamino-1-hydroxy-4-methylazetidinone in 200 ml of methanol was treated with 132 ml of 4.5 M ammonium acetate and then 66 ml of 1.5 titanium trichloride and stirred for 4.5 hours. The aqueous solution was diluted with an equal volume of 8% sodium chloride and extracted with ethyl acetate to give 3.48 g of crude product. Recrystallization from ether-hexane yielded 3.3 g of the title compound. Starting materials: 1.5, C(C)(C)(C)OC(=O)N[C@@H]1C(N([C@H]1C)O)=O ((3S-trans)-3-t-butoxycarbonylamino-1-hydroxy-4-methylazetidinone), C(C)(=O)[O-].[NH4+] (ammonium acetate). Reaction SMILES: [C:1]([O:5][C:6]([NH:8][C@H:9]1[C@H:12]([CH3:13])[N:11](O)[C:10]1=[O:15])=[O:7])([CH3:4])([CH3:3])[CH3:2].C([O-])(=O)C.[NH4+]>CO.[Cl-].[Na+].[Cl-].[Cl-].[Cl-].[Ti+3]>[C:1]([O:5][C:6]([NH:8][C@H:9]1[C@H:12]([CH3:13])[NH:11][C:10]1=[O:15])=[O:7])([CH3:4])([CH3:2])[CH3:3] |f:1.2,4.5,6.7.8.9|. The reactants are [H][H] (hydrogen), C(CBr)O (glycol bromohydrine), amine, OCCC=1C(=C(C=CC1NC)N)[N+](=O)[O-] ((2'-hydroxyethyl)-1-amino-2-nitro-4-methylamino benzene), C([O-])([O-])=O.[Ca+2] (calcium carbonate), Cl (hydrochloric acid). Run in O (water). The yield is 72.9%. Yields the product OCCC=1C(=C(C(=C(C1)N)[N+](=O)[O-])CCO)NC ((2'-hyroxyethyl)-1-amino-2-nitro-(2'-hydroxyethyl)-4-methylamino benzene). Procedure: The substitution of a hydrogen of the amine function in the meta position of the nitro group is easily accomplished in the following manner. A mixture of 0.086 mols (18.1 g) of (2'-hydroxyethyl)-1-amino-2-nitro-4-methylamino benzene with 110 cm3 of water and 6.25 g of calcium carbonate is brought to reflux. 0.124 mols (8.75 cm3) of glycol bromohydrine is then introduced drop by drop, while stirring. Reflux is maintained for an hour and a half and then the reaction mixture is cooled and acidified... Reaction SMILES: [H][H].[OH:3][CH2:4][CH2:5][C:6]1[C:7]([N+:15]([O-:17])=[O:16])=[C:8]([NH2:14])[CH:9]=[CH:10][C:11]=1[NH:12][CH3:13].C(=O)([O-])[O-].[Ca+2].[CH2:23]([OH:26])[CH2:24]Br.Cl>O>[OH:26][CH2:23][CH2:24][C:10]1[C:11]([NH:12][CH3:13])=[C:6]([CH2:5][CH2:4][OH:3])[C:7]([N+:15]([O-:17])=[O:16])=[C:8]([NH2:14])[CH:9]=1 |f:2.3|. Reactants: C(=O)(OC(C)(C)C)N1[C@@H](CCC1)C1=CC2=NC=CC=C2O1 (2-(1-BOC-2-(S)-pyrrolidinyl)furo[3,2-b]pyridine), C(Cl)Cl (CH2Cl2). Solvent: Cl (HCl), C(=O)(C(F)(F)F)O (TFA). Product: Cl.Cl.N1[C@@H](CCC1)C1=CC2=NC=CC=C2O1 (2-(2-(S)-pyrrolidinyl)furo[3,2-b]pyridine dihydrochloride). RXN SMILES: C([N:8]1[CH2:12][CH2:11][CH2:10][C@H:9]1[C:13]1[O:21][C:20]2[C:15](=[N:16][CH:17]=[CH:18][CH:19]=2)[CH:14]=1)(OC(C)(C)C)=O.C(Cl)[Cl:23]>C(O)(C(F)(F)F)=O.Cl>[ClH:23].[ClH:23].[NH:8]1[CH2:12][CH2:11][CH2:10][C@H:9]1[C:13]1[O:21][C:20]2[C:15](=[N:16][CH:17]=[CH:18][CH:19]=2)[CH:14]=1 |f:4.5.6|. Reported procedure: A 980 mg sample of 2-(1-BOC-2-(S)-pyrrolidinyl)furo[3,2-b]pyridine, from Example 1d above, was dissolved in a solution of TFA in CH2Cl2 at 0° C. and stirred under N2 while warming to room temperature. The reaction mixture was diluted with 1 N HCl, and the aqueous layer was separated. The aqueous solution was adjusted to pH 10 with K2CO3, and the mixture was extracted with CH2Cl2. The solution was dried over MgSO4 and concentrated. The residue was purified by chromatography on silica gel and trea... The reactants are NC=1C=C2CC(CC2=CC1)O (5-Amino-indan-2-ol), C1=CN(C=N1)C(=S)N2C=CN=C2 (TCDI). Run in C(Cl)Cl (CH2Cl2). Reaction conditions: time 30 minute. Yields the product N(=C=S)C=1C=C2CC(CC2=CC1)O (5-Isothiocyanato-indan-2-ol). Isolated yield 69.0%. RXN SMILES: [NH2:1][C:2]1[CH:3]=[C:4]2[C:8](=[CH:9][CH:10]=1)[CH2:7][CH:6]([OH:11])[CH2:5]2.C1N=CN([C:17](N2C=NC=C2)=[S:18])C=1>C(Cl)Cl>[N:1]([C:2]1[CH:3]=[C:4]2[C:8](=[CH:9][CH:10]=1)[CH2:7][CH:6]([OH:11])[CH2:5]2)=[C:17]=[S:18]. Procedure details: 5-Amino-indan-2-ol (149 mg, 1 mmol) was dissolved in CH2Cl2 (10 mL) and TCDI (thiocarbodiimidazole, 178 mg, 1 mmol) was added to the solution. The reaction mixture was stirred at room temperature for 30 min. Silica gel was added to the reaction mixture and dried. Purification of silica gel coated crude product by column chromatography (EtOAc:Hexane=3:7) afforded the title product as a white solid (132 mg). Product: FC1=C(OC2=CC(=NC=C2)NC(=O)N2CCCC2)C=CC(=C1)NC(=O)NC(CC1=CC=CC=C1)=O (4-{2-Fluoro-4-[3-(2-phenylacetyl)ureido]phenoxy}-2-[(pyrrolidin-1-yl)carbonylamino]pyridine). As a reaction SMILES: [C:1]1([CH2:7][C:8]([NH2:10])=[O:9])[CH:6]=[CH:5][CH:4]=[CH:3][CH:2]=1.C(Cl)(=O)[C:12](Cl)=[O:13].[NH2:17][C:18]1[CH:38]=[CH:37][C:21]([O:22][C:23]2[CH:28]=[CH:27][N:26]=[C:25]([NH:29][C:30]([N:32]3[CH2:36][CH2:35][CH2:34][CH2:33]3)=[O:31])[CH:24]=2)=[C:20]([F:39])[CH:19]=1.C(OCC)(=O)C>ClCCCl.CN(C)C=O.CCCCCC>[F:39][C:20]1[CH:19]=[C:18]([NH:17][C:12]([NH:10][C:8](=[O:9])[CH2:7][C:1]2[CH:6]=[CH:5][CH:4]=[CH:3][CH:2]=2)=[O:13])[CH:38]=[CH:37][C:21]=1[O:22][C:23]1[CH:28]=[CH:27][N:26]=[C:25]([NH:29][C:30]([N:32]2[CH2:33][CH2:34][CH2:35][CH2:36]2)=[O:31])[CH:24]=1. Yield: 75.0%. Conditions: temperature 120 celsius, time 8 hour. Procedure: 2-Phenylacetamide (128 mg) was dissolved in 1,2-dichloroethane (10 ml) under a nitrogen atmosphere, and then oxalyl chloride (0.103 ml) was added thereto, followed by stirring at 120° C. overnight. The reaction mixture was concentrated under a reduced pressure to give a residue, which was then dissolved in N,N-dimethylformamide (3.2 ml) under a nitrogen atmosphere. 4-(4-amino-2-fluorophenoxy)-2-[(pyrrolidin-1-yl)carbonylamino]pyridine (100 mg) was then added thereto, followed by stirring for 30 ... Reactants: C(C(=O)Cl)(=O)Cl (oxalyl chloride), C(C)(=O)OCC (ethyl acetate), C1(=CC=CC=C1)CC(=O)N (2-Phenylacetamide), NC1=CC(=C(OC2=CC(=NC=C2)NC(=O)N2CCCC2)C=C1)F (4-(4-amino-2-fluorophenoxy)-2-[(pyrrolidin-1-yl)carbonylamino]pyridine). Solvent: CCCCCC (hexane), ClCCCl (1,2-dichloroethane), CN(C=O)C (N,N-dimethylformamide).